The task is: describe an organic reaction: reactants, conditions, products, and yield. This data is from the Open Reaction Database (ORD), a public repository of structured organic reaction records. Starting materials: C1(=CC=CC=C1)C(CCOC(=O)C=1C(N=C(NC1COCCC1CCCCC1)C1=CC=CC=C1)C1=CC(=CC=C1)Cl)C1=CC=CC=C1 (4-(3-chlorophenyl)-6-[(2-cyclohexylethoxy) methyl]-2-phenyl-1,4-dihydropyrimidine-5-carboxylic acid 3,3-diphenylpropyl ester), 2,3-dichloro-5,6-dicyano-1,4-benzochinon, O (water). Run in C1=CC=CC=C1 (benzene). Product: C1(=CC=CC=C1)C(CCOC(=O)C=1C(=NC(=NC1COCCC1CCCCC1)C1=CC=CC=C1)C1=CC(=CC=C1)Cl)C1=CC=CC=C1 (4-(3-chlorophenyl)-6-[(2-cyclohexylethoxy) methyl]-2-phenylpyrimidine-5-carboxylic acid 3,3-diphenylpropyl ester). Reaction SMILES: [C:1]1([CH:7]([C:42]2[CH:47]=[CH:46][CH:45]=[CH:44][CH:43]=2)[CH2:8][CH2:9][O:10][C:11]([C:13]2[CH:14]([C:35]3[CH:40]=[CH:39][CH:38]=[C:37]([Cl:41])[CH:36]=3)[N:15]=[C:16]([C:29]3[CH:34]=[CH:33][CH:32]=[CH:31][CH:30]=3)[NH:17][C:18]=2[CH2:19][O:20][CH2:21][CH2:22][CH:23]2[CH2:28][CH2:27][CH2:26][CH2:25][CH2:24]2)=[O:12])[CH:6]=[CH:5][CH:4]=[CH:3][CH:2]=1.O>C1C=CC=CC=1>[C:42]1([CH:7]([C:1]2[CH:6]=[CH:5][CH:4]=[CH:3][CH:2]=2)[CH2:8][CH2:9][O:10][C:11]([C:13]2[C:14]([C:35]3[CH:40]=[CH:39][CH:38]=[C:37]([Cl:41])[CH:36]=3)=[N:15][C:16]([C:29]3[CH:30]=[CH:31][CH:32]=[CH:33][CH:34]=3)=[N:17][C:18]=2[CH2:19][O:20][CH2:21][CH2:22][CH:23]2[CH2:28][CH2:27][CH2:26][CH2:25][CH2:24]2)=[O:12])[CH:43]=[CH:44][CH:45]=[CH:46][CH:47]=1. Reported procedure: 89.8 mg (0.14 mmol) of 4-(3-chlorophenyl)-6-[(2-cyclohexylethoxy) methyl]-2-phenyl-1,4-dihydropyrimidine-5-carboxylic acid 3,3-diphenylpropyl ester and 94.3 mg (0.42 mmol) of 2,3-dichloro-5,6-dicyano-1,4-benzochinon (DDQ) were refluxed in 20 ml of benzene for 3 hours. After adding water, the reaction mixture was extracted with ethyl acetate. The organic layer was dried over anhydrous sodium sulfate and then concentrated under reduced pressure. The residue was purified by the silica gel chromatog... The reactants are CC(C)(C)CC=O, CO, ClCCCl, N#CC1=CCC2(CCNCC2)c2ccccc21. The product is CC(C)(C)CCN1CCC2(CC=C(C#N)c3ccccc32)CC1. As a reaction SMILES: [CH3:18][C:19]([CH2:20][CH:21]=[O:22])([CH3:23])[CH3:24].[CH3:25][OH:26].[Cl:27][CH2:28][CH2:29][Cl:30].[NH:1]1[CH2:2][CH2:3][C:4]2([CH2:5][CH:6]=[C:7]([C:14]#[N:15])[c:8]3[cH:9][cH:10][cH:11][cH:12][c:13]32)[CH2:16][CH2:17]1>>[N:1]1([CH2:21][CH2:20][C:19]([CH3:18])([CH3:23])[CH3:24])[CH2:2][CH2:3][C:4]2([CH2:5][CH:6]=[C:7]([C:14]#[N:15])[c:8]3[cH:9][cH:10][cH:11][cH:12][c:13]32)[CH2:16][CH2:17]1. The reactants are F[B-](F)(F)F, CC(C)(C)OC(=O)N1C(c2ccc(OCc3ccccc3)cc2)CCC1(C)C(=O)O, CCN(C(C)C)C(C)C, [Na+], O=C([O-])O, CN(C)C=O, CN(C)C(On1nnc2ccccc21)=[N+](C)C. The product is CC(C)(C)OC(=O)N1C(c2ccc(OCc3ccccc3)cc2)CCC1(C)C(N)=O. RXN SMILES: [B-:40]([F:41])([F:42])([F:43])[F:44].[CH3:1][C:2]([CH3:3])([CH3:4])[O:5][C:6](=[O:7])[N:8]1[C:9]([C:10](=[O:11])[OH:12])([CH3:30])[CH2:13][CH2:14][CH:15]1[c:16]1[cH:17][cH:18][c:19]([O:22][CH2:23][c:24]2[cH:25][cH:26][cH:27][cH:28][cH:29]2)[cH:20][cH:21]1.[CH:31]([N:34]([CH:32]([CH3:33])[CH3:35])[CH2:36][CH3:37])([CH3:38])[CH3:39].[Na+:66].[O-:62][C:63]([OH:64])=[O:65].[O:67]=[CH:68][N:69]([CH3:70])[CH3:71].[n:45]1([O:46][C:47]([N:48]([CH3:49])[CH3:50])=[N+:51]([CH3:52])[CH3:53])[c:54]2[cH:55][cH:56][cH:57][cH:58][c:59]2[n:60][n:61]1>>[CH3:1][C:2]([CH3:3])([CH3:4])[O:5][C:6](=[O:7])[N:8]1[C:9]([C:10](=[O:11])[NH2:34])([CH3:30])[CH2:13][CH2:14][CH:15]1[c:16]1[cH:17][cH:18][c:19]([O:22][CH2:23][c:24]2[cH:25][cH:26][cH:27][cH:28][cH:29]2)[cH:20][cH:21]1. Reactants: O=C(CN1CCC(CC1)(O)C1=CC=C(C=C1)Cl)COC1=CC=C(C=C1)F (1-[2-oxo-3-(p-fluorophenoxy)propyl]-4-(p-chlorophenyl)-4-hydroxypiperidine), [BH4-].[Na+] (sodium borohydride), CO (methanol). Solvent: O (water). Conditions: time 3 hour. Product: OC(CN1CCC(CC1)(O)C1=CC=C(C=C1)Cl)COC1=CC=C(C=C1)F (1-[2-hydroxy-3-(p-fluorophenoxy)propyl]-4-(p-chlorophenyl)-4-hydroxypiperidine). Reaction SMILES: [O:1]=[C:2]([CH2:18][O:19][C:20]1[CH:25]=[CH:24][C:23]([F:26])=[CH:22][CH:21]=1)[CH2:3][N:4]1[CH2:9][CH2:8][C:7]([C:11]2[CH:16]=[CH:15][C:14]([Cl:17])=[CH:13][CH:12]=2)([OH:10])[CH2:6][CH2:5]1.[BH4-].[Na+].CO>O>[OH:1][CH:2]([CH2:18][O:19][C:20]1[CH:21]=[CH:22][C:23]([F:26])=[CH:24][CH:25]=1)[CH2:3][N:4]1[CH2:9][CH2:8][C:7]([C:11]2[CH:16]=[CH:15][C:14]([Cl:17])=[CH:13][CH:12]=2)([OH:10])[CH2:6][CH2:5]1 |f:1.2|. Procedure: A mixture of 1.9 g of 1-[2-oxo-3-(p-fluorophenoxy)propyl]-4-(p-chlorophenyl)-4-hydroxypiperidine, 0.38 g of sodium borohydride and 20 ml of methanol is stirred at room temperature for 3 hours. The resulting mixture is diluted with water and extracted with chloroform. The organic layer is dried over sodium sulfate and evaporated under reduced pressure to give 1-[2-hydroxy-3-(p-fluorophenoxy)propyl]-4-(p-chlorophenyl)-4-hydroxypiperidine, M.P. 103° to 105°C. Recrystallization from benzene-cyclohex... Reactants: [OH-].[Na+] (NaOH), C(CCCCCCCCC\C=C/CCCC)=O (Z-11-hexadecenal), C(C)O.O (ethanol water). The solvent is O (water). Yields the product C(CCCCCCCCC\C=C/CCCC)(=O)O ((Z)-11-hexadecenoic acid), acid. Isolated yield 40.0%. RXN SMILES: [CH:1](=[O:17])[CH2:2][CH2:3][CH2:4][CH2:5][CH2:6][CH2:7][CH2:8][CH2:9][CH2:10]/[CH:11]=[CH:12]\[CH2:13][CH2:14][CH2:15][CH3:16].C([OH:20])C.O.[OH-].[Na+]>O>[C:1]([OH:20])(=[O:17])[CH2:2][CH2:3][CH2:4][CH2:5][CH2:6][CH2:7][CH2:8][CH2:9][CH2:10]/[CH:11]=[CH:12]\[CH2:13][CH2:14][CH2:15][CH3:16] |f:1.2,3.4|. Procedure: (Z)-11-hexadecenoic acid was prepared as described in Example VII but starting with Z-11-hexadecenal (1.115 g, 4.68 mmol) and (0.875 g, 5.15 mmol) in 15 ml. of ethanol/water, 2/1, and NaOH (0.880 g, 22 mmol) in water (10 ml); purification by flash chromatography (H/EA/A), 8/2/1, gave 0.478 g (40%) of the acid; Rf (H/EA,7/3), 0.64; IR (film) 2800-3300 (CODH), 2850-2950 (alkane, alkane C--H), 1700 cm-1 (C=O), 1H NMR 0.95 (t, J=6 HZ, 3H), 1.20-1.50 (br S, 18 H), 2.05 (br d, J=6 HZ, 4H), 2.38 (t, J=... Reactants: O1CCOC2=C1C=CC(=C2)SC2=C(C=C(C=C2)\C=C\C(=O)N2C(CCCC2)C(=O)OCC)[N+](=O)[O-] ((Benzodioxan-6-yl)[2-nitro-4-(E-((2-carboethoxypiperidin-1-yl)carbonyl)ethenyl) phenyl]sulfide), [OH-].[Na+].CCO (NaOH EtOH), [OH-].[Na+] (NaOH). Product: O1CCOC2=C1C=CC(=C2)SC2=C(C=C(C=C2)\C=C\C(=O)N2C(CCCC2)C(=O)O)[N+](=O)[O-] ((Benzodioxan-6-yl)[2-nitro-4-(E-((2-carboxypiperidin-1-yl)carbonyl)ethenyl) phenyl]sulfide). Reaction SMILES: [O:1]1[C:6]2[CH:7]=[CH:8][C:9]([S:11][C:12]3[CH:17]=[CH:16][C:15](/[CH:18]=[CH:19]/[C:20]([N:22]4[CH2:27][CH2:26][CH2:25][CH2:24][CH:23]4[C:28]([O:30]CC)=[O:29])=[O:21])=[CH:14][C:13]=3[N+:33]([O-:35])=[O:34])=[CH:10][C:5]=2[O:4][CH2:3][CH2:2]1.[OH-].[Na+].CCO.[OH-].[Na+]>>[O:1]1[C:6]2[CH:7]=[CH:8][C:9]([S:11][C:12]3[CH:17]=[CH:16][C:15](/[CH:18]=[CH:19]/[C:20]([N:22]4[CH2:27][CH2:26][CH2:25][CH2:24][CH:23]4[C:28]([OH:30])=[O:29])=[O:21])=[CH:14][C:13]=3[N+:33]([O-:35])=[O:34])=[CH:10][C:5]=2[O:4][CH2:3][CH2:2]1 |f:1.2.3,4.5|. Procedure: The title compound was prepared by the hydrolysis of the compound of Example 203 under basic conditions (aq. NaOH/EtOH), producing a light yellow solid: mp 165° C.(dec.). 1H NMR (DMSO-d6, 300 MHz) δ 1.15-1.52 (m, 3H), 1.46-1.62 (m, 2H), 2.32 (m, 1H), 2.80 (m, 1H), 3.45(br, ½H), 4.00 (br, ½H), 4.44 (br, ½H), 4.800 (br, ½H), 6.83 (d, J=8.0 Hz, 1H), 7.03 (d, J=8.0 Hz, 1H), 7.09 (dd, J=2.0, 14.0 Hz, 1H), 7.15 (d, J=2.0 Hz, 1H), 7.20 (d, J=15.5 Hz. 1H), 7.35 (d, J=15.5 Hz, 1H), 7.73 (m, 1H), 8.52 (m,... Starting materials: C=CCN(CCN(CC)CCCCC(C)C)c1ccc([N+](=O)[O-])cc1, CCO, O, O, Cl[Sn]Cl. Product: C=CCN(CCN(CC)CCCCC(C)C)c1ccc(N)cc1. Reaction SMILES: [CH2:1]([CH3:2])[N:3]([CH2:4][CH2:5][N:6]([CH2:7][CH:8]=[CH2:9])[c:10]1[cH:11][cH:12][c:13]([N+:16]([O-:17])=[O:18])[cH:14][cH:15]1)[CH2:19][CH2:20][CH2:21][CH2:22][CH:23]([CH3:24])[CH3:25].[CH3:31][CH2:32][OH:33].[OH2:26].[OH2:27].[Sn:28]([Cl:29])[Cl:30]>>[CH2:1]([CH3:2])[N:3]([CH2:4][CH2:5][N:6]([CH2:7][CH:8]=[CH2:9])[c:10]1[cH:11][cH:12][c:13]([NH2:16])[cH:14][cH:15]1)[CH2:19][CH2:20][CH2:21][CH2:22][CH:23]([CH3:24])[CH3:25].